From a dataset of the Open Reaction Database (ORD), a public repository of structured organic reaction records. describe an organic reaction: reactants, conditions, products, and yield Reactants: C(C)(C)(C)C1=C(OC(C(=O)O)CC)C=CC=C1 ((2RS)-2-(2-t-butylphenoxy)butyric acid), [Si](C)(C)(C(C)(C)C)O[C@@H]1C=C2C=C[C@@H]([C@@H]([C@H]2[C@H](C1)O)CC[C@@H]1C[C@H](CC(O1)=O)O[Si](C)(C)C(C)(C)C)C ((4R,6R)-6-{(1S,2S,6S,8S,8aR)-2-[1,2,6,7,8,8a-hexahydro-6-t-butyldimethylsilyloxy-8-hydroxy-2-methyl-1-naphthyl]ethyl}tetrahydro-4-t-butyldimethylsilyloxy-2H-pyran-2-one). Yields the product [Si](C)(C)(C(C)(C)C)O[C@@H]1C=C2C=C[C@@H]([C@@H]([C@H]2[C@H](C1)OC(C(CC)OC1=C(C=CC=C1)C(C)(C)C)=O)CC[C@@H]1C[C@H](CC(O1)=O)O[Si](C)(C)C(C)(C)C)C ((4R,6R)-6-([1S,2S,6S,8S,8aR]-2-{1,2,6,7,8,8a-Hexahydro-6-t-butyldimethylsilyloxy-8-[(2RS)-2-(2-t-butylphenoxy)butyryloxy]-2-methyl-1-naphthyl}ethyl)tetrahydro-4-t-butyldimethylsilyloxy-2H-pyran-2-one). The yield is 104.6%. As a reaction SMILES: [C:1]([C:5]1[CH:17]=[CH:16][CH:15]=[CH:14][C:6]=1[O:7][CH:8]([CH2:12][CH3:13])[C:9]([OH:11])=[O:10])([CH3:4])([CH3:3])[CH3:2].[Si:18]([O:25][C@H:26]1[CH2:35][C@H:34](O)[C@H:33]2[C:28]([CH:29]=[CH:30][C@H:31]([CH3:54])[C@@H:32]2[CH2:37][CH2:38][C@H:39]2[O:44][C:43](=[O:45])[CH2:42][C@H:41]([O:46][Si:47]([C:50]([CH3:53])([CH3:52])[CH3:51])([CH3:49])[CH3:48])[CH2:40]2)=[CH:27]1)([C:21]([CH3:24])([CH3:23])[CH3:22])([CH3:20])[CH3:19]>>[Si:18]([O:25][C@H:26]1[CH2:35][C@H:34]([O:10][C:9](=[O:11])[CH:8]([O:7][C:6]2[CH:14]=[CH:15][CH:16]=[CH:17][C:5]=2[C:1]([CH3:2])([CH3:3])[CH3:4])[CH2:12][CH3:13])[C@H:33]2[C:28]([CH:29]=[CH:30][C@H:31]([CH3:54])[C@@H:32]2[CH2:37][CH2:38][C@H:39]2[O:44][C:43](=[O:45])[CH2:42][C@H:41]([O:46][Si:47]([C:50]([CH3:53])([CH3:52])[CH3:51])([CH3:48])[CH3:49])[CH2:40]2)=[CH:27]1)([C:21]([CH3:22])([CH3:23])[CH3:24])([CH3:20])[CH3:19]. Procedure: A procedure similar to that described in Example 1, above, was followed, but using 0.86 g of (2RS)-2-(2-t-butylphenoxy)butyric acid and 1.0 g of (4R,6R)-6-{(1S,2S,6S,8S,8aR)-2-[1,2,6,7,8,8a-hexahydro-6-t-butyldimethylsilyloxy-8-hydroxy-2-methyl-1-naphthyl]ethyl}tetrahydro-4-t-butyldimethylsilyloxy-2H-pyran-2-one [prepared as described in Example B, above], to give 1.46 g of the title compound as a colorless foam.